This data is from the Open Reaction Database (ORD), a public repository of structured organic reaction records. The task is: describe an organic reaction: reactants, conditions, products, and yield Starting materials: C=1C=C[NH+]=CC1.[O-][Cr](=O)(=O)Cl (PCC), SiO2, BrC1=CC=C(C=C1)C(CCC1OCCCO1)O (1-(4-bromophenyl)-3-(1,3-dioxan-2-yl)propan-1-ol). Run in ClCCl (Dichloromethane), same solvent. Run at time 2 hour. Product: BrC1=CC=C(C=C1)C(CCC1OCCCO1)=O (1-(4-bromophenyl)-3-(1,3-dioxan-2-yl)propan-1-one). The yield is 86.1%. RXN SMILES: C1C=C[NH+]=CC=1.[O-][Cr](Cl)(=O)=O.[Br:12][C:13]1[CH:18]=[CH:17][C:16]([CH:19]([OH:28])[CH2:20][CH2:21][CH:22]2[O:27][CH2:26][CH2:25][CH2:24][O:23]2)=[CH:15][CH:14]=1>ClCCl>[Br:12][C:13]1[CH:18]=[CH:17][C:16]([C:19](=[O:28])[CH2:20][CH2:21][CH:22]2[O:23][CH2:24][CH2:25][CH2:26][O:27]2)=[CH:15][CH:14]=1 |f:0.1|. Procedure: PCC (8.16 g, 59.8 mmol) was admixed with 9 g SiO2 and ground (mortar & pestle) and suspended in Dichloromethane (360 mL). To the suspension was added in one portion Example J1, 1-(4-bromophenyl)-3-(1,3-dioxan-2-yl)propan-1-ol (9 g, 29.9 mmol) dissolved in 5 mL of the same solvent. The reaction mixture was stirred for 2 hours an filtered through celite (rinse with (CH2Cl2). After being concentrated the residue was charged (CH2Cl2) to a 40 M Biotage silica gel cartridge. Gradient elution 15-70% B ...